Dataset: the Open Reaction Database (ORD), a public repository of structured organic reaction records. Task: describe an organic reaction: reactants, conditions, products, and yield The reactants are C(C=C)Br (Allyl bromide), ( 2 ), FC(C(=O)NC(CCO)C1=CC(=CC=C1)OC)(F)F (2,2,2-Trifluoro-N-(3-hydroxy-1-(3-methoxyphenyl)propyl)acetamide), [Li]CCCC (n-BuLi), CN1CCCN(C1=O)C (DMPU). Run in C1CCOC1 (THF). Reaction conditions: time 45 minute. The product is C(C=C)OCCC(C1=CC(=CC=C1)OC)NC(C(F)(F)F)=O (N-(3-(allyloxy)-1-(3-methoxyphenyl)propyl)-2,2,2-trifluoroacetamide). The yield is 26.8%. RXN SMILES: [F:1][C:2]([F:19])([F:18])[C:3]([NH:5][CH:6]([C:10]1[CH:15]=[CH:14][CH:13]=[C:12]([O:16][CH3:17])[CH:11]=1)[CH2:7][CH2:8][OH:9])=[O:4].[Li][CH2:21][CH2:22][CH2:23]C.CN1C(=O)N(C)CCC1.C(Br)C=C>C1COCC1>[CH2:23]([O:9][CH2:8][CH2:7][CH:6]([NH:5][C:3](=[O:4])[C:2]([F:18])([F:19])[F:1])[C:10]1[CH:15]=[CH:14][CH:13]=[C:12]([O:16][CH3:17])[CH:11]=1)[CH:22]=[CH2:21]. Procedure details: Step R (2): 2,2,2-Trifluoro-N-(3-hydroxy-1-(3-methoxyphenyl)propyl)acetamide from step R (1) (1.99 g, 7.18 mmol) was dissolved in THF (20 mL) and chilled to −78° C. n-BuLi (5.76 mL, 14.4 mmol, 2.5 M in hexanes) and DMPU (1.73 mL, 14.4 mmol) were added and the resulting mixture was stirred for 45 min. Allyl bromide (3.04 mL, 36 mmol) was added. The mixture was warmed to rt and then heated to reflux for 3 days. The mixture was quenched with saturated NH4Cl. After 15 min, the mixture was diluted wi... Starting materials: COC1=C(C=CC=C1)C1=NC2=CC=CC=C2C(N1)=O (2-(2′-Methoxyphenyl)-4-quinazolinone), NC1=C(C(=O)N)C=C2C(=C1)OCO2 (2-Amino4,5-methylenedioxybenzamide), COC=1C=C(C=O)C=CC1 (3-methoxybenzaldehyde). Product: COC=1C=C(C=CC1)C1=NC2=CC3=C(C=C2C(N1)=O)OCO3 (2-(3′-Methoxyphenyl)-6,7-(methylenedioxy)-4-quinazolinone). Isolated yield 6.1%. RXN SMILES: COC1C=CC=CC=1C1NC(=O)C2C(=CC=CC=2)N=1.[NH2:20][C:21]1[CH:29]=[C:28]2[O:30][CH2:31][O:32][C:27]2=[CH:26][C:22]=1[C:23]([NH2:25])=[O:24].[CH3:33][O:34][C:35]1[CH:36]=[C:37]([CH:40]=[CH:41][CH:42]=1)[CH:38]=O>>[CH3:33][O:34][C:35]1[CH:36]=[C:37]([C:38]2[NH:25][C:23](=[O:24])[C:22]3[C:21](=[CH:29][C:28]4[O:30][CH2:31][O:32][C:27]=4[CH:26]=3)[N:20]=2)[CH:40]=[CH:41][CH:42]=1. Reported procedure: According to the preparation of 42, 16 (1.0 g, 5.5 mmol) and 3-methoxybenzaldehyde (34) (0.7 g, 5.5 mmol) were used to afford 54 (0.1 g, 8.8%) as pale yellow needles. The yield is 37.8%. Reactants: Cl.N1C=2N(C=C1)C=CN2 (1H-imidazo[1,2-a]imidazole.hydrochloride), [H-].[Na+] (sodium hydride), BrCCCl (1-bromo-2-chloroethane). Product: ClCCN1C=2N(C=C1)C=CN2 (1-(2-chloroethyl)-1H-imidazo[1,2-a]imidazole). Procedure: Under an argon atmosphere, to a solution of 1H-imidazo[1,2-a]imidazole.hydrochloride (85 mg) in DMF (3 mL) was added 60% sodium hydride (52.1 mg), and the mixture was stirred under ice-cooling for 1 hr. Then, a solution of 1-bromo-2-chloroethane (170 mg) in DMF (0.5 mL) was added, and the mixture was stirred at room temperature for 18 hr. The reaction mixture was concentrated under reduced pressure, and the residue was purified by silica gel column chromatography (ethyl acetate/methanol) to give... Solvent: CN(C)C=O (DMF), CN(C)C=O (DMF). Reaction SMILES: Cl.[NH:2]1[CH:6]=[CH:5][N:4]2[CH:7]=[CH:8][N:9]=[C:3]12.[H-].[Na+].Br[CH2:13][CH2:14][Cl:15]>CN(C=O)C>[Cl:15][CH2:14][CH2:13][N:2]1[CH:6]=[CH:5][N:4]2[CH:7]=[CH:8][N:9]=[C:3]12 |f:0.1,2.3|. The reactants are N([C@@H](CC1=CC=CC=C1)C(=O)NCC(=O)NCCCCCCNC(=O)OC(C)(C)C)C(=O)OCC1C2=CC=CC=C2C2=CC=CC=C12 (Fmoc-Phe-Gly-NH—(CH2)6NH-Boc), FC(C(=O)O)(F)F (trifluoroacetic acid). The solvent is C(Cl)Cl (CH2Cl2). Run at time 2 hour. Product: N([C@@H](CC1=CC=CC=C1)C(=O)NCC(=O)NCCCCCCN)C(=O)OCC1C2=CC=CC=C2C2=CC=CC=C12.FC(F)(F)C(=O)O (Fmoc-Phe-Gly-NH(CH2)6—NH2.TFA). RXN SMILES: [NH:1]([C:31]([O:33][CH2:34][CH:35]1[C:47]2[C:42](=[CH:43][CH:44]=[CH:45][CH:46]=2)[C:41]2[C:36]1=[CH:37][CH:38]=[CH:39][CH:40]=2)=[O:32])[C@H:2]([C:10]([NH:12][CH2:13][C:14]([NH:16][CH2:17][CH2:18][CH2:19][CH2:20][CH2:21][CH2:22][NH:23]C(OC(C)(C)C)=O)=[O:15])=[O:11])[CH2:3][C:4]1[CH:9]=[CH:8][CH:7]=[CH:6][CH:5]=1.[F:48][C:49]([F:54])([F:53])[C:50]([OH:52])=[O:51]>C(Cl)Cl>[NH:1]([C:31]([O:33][CH2:34][CH:35]1[C:36]2[C:41](=[CH:40][CH:39]=[CH:38][CH:37]=2)[C:42]2[C:47]1=[CH:46][CH:45]=[CH:44][CH:43]=2)=[O:32])[C@H:2]([C:10]([NH:12][CH2:13][C:14]([NH:16][CH2:17][CH2:18][CH2:19][CH2:20][CH2:21][CH2:22][NH2:23])=[O:15])=[O:11])[CH2:3][C:4]1[CH:5]=[CH:6][CH:7]=[CH:8][CH:9]=1.[F:48][C:49]([C:50]([OH:52])=[O:51])([F:54])[F:53] |f:3.4|. Procedure details: Fmoc-Phe-Gly-NH—(CH2)6NH-Boc (0.7 g) was dissolved in CH2Cl2 (4 mL) at 0° C. under N2 and then trifluoroacetic acid (TFA) (4 mL) was added. The reaction mixture was allowed to warm to RT and stirred for 2 hours under N2. The solvents were removed under reduced pressure and the residue dried at high vacuum to provide 0.71 g of Fmoc-Phe-Gly-NH(CH2)6—NH2.TFA. This crude material was used to prepare without further purification. Starting materials: S1(=O)(=O)NC(=O)C2=CC=CC=C12 (saccharin), C=O (formalin). Run in C(C)O (ethanol). Yields the product OCN1S(=O)(=O)C2=CC=CC=C2C1=O (2-hydroxymethylsaccharin). Yield: 70.0%. As a reaction SMILES: [S:1]1([C:12]2[C:7](=[CH:8][CH:9]=[CH:10][CH:11]=2)[C:5](=[O:6])[NH:4]1)(=[O:3])=[O:2].[CH2:13]=[O:14]>C(O)C>[OH:14][CH2:13][N:4]1[C:5](=[O:6])[C:7]2[C:12](=[CH:11][CH:10]=[CH:9][CH:8]=2)[S:1]1(=[O:2])=[O:3]. Procedure details: Following a procedure similar to that described in Example 1, reaction of 18.3 g (0.1 mol) of saccharin with 70 ml of 37% formalin in ethanol afforded 3.58 g (70%) of 2-hydroxymethylsaccharin, 25 g (0.117 mol) of which was reacted with 63.3 g (0.234 mol) of phosphorus tribromide in diethyl ether to give 29.8 g (92%) of 2-bromomethylsaccharin, mp 155°-157° C.